This data is from the Open Reaction Database (ORD), a public repository of structured organic reaction records. The task is: describe an organic reaction: reactants, conditions, products, and yield The reactants are O=C([O-])[O-], CCOC(C)=O, OB(O)c1cccnc1Cl, COc1cc(I)ccn1, [Na+], [Na+], CC(=O)[O-], CC(=O)[O-], C1COCCO1, O, [Pd+2]. The product is COc1cc(-c2cccnc2Cl)ccn1. As a reaction SMILES: [C:20](=[O:21])([O-:22])[O-:23].[CH3:32][CH2:33][O:34][C:35]([CH3:36])=[O:37].[Cl:10][c:11]1[n:12][cH:13][cH:14][cH:15][c:16]1[B:17]([OH:18])[OH:19].[I:1][c:2]1[cH:3][c:4]([O:8][CH3:9])[n:5][cH:6][cH:7]1.[Na+:24].[Na+:25].[O-:39][C:40]([CH3:41])=[O:42].[O-:43][C:44]([CH3:45])=[O:46].[O:26]1[CH2:27][CH2:28][O:29][CH2:30][CH2:31]1.[OH2:47].[Pd+2:38]>>[c:2]1(-[c:16]2[c:11]([Cl:10])[n:12][cH:13][cH:14][cH:15]2)[cH:3][c:4]([O:8][CH3:9])[n:5][cH:6][cH:7]1. As a reaction SMILES: [CH2:1]=[CH:2][CH2:3][CH:4]1[CH2:8][CH2:7][CH2:6][C:5]1=O.[CH3:10][NH2:11].[CH2:12]([OH:14])[CH3:13].[C:15]([OH:18])(=O)C.[C:19]([N+:23]#[C-])([CH3:22])([CH3:21])[CH3:20]>C(O)C(F)(F)F.C(Cl)Cl>[CH2:3]([C@H:4]1[CH2:8][CH2:7][CH2:6][C@@:5]1([N:11]([CH3:10])[C:12](=[O:14])[CH3:13])[C:15]([NH:23][C:19]([CH3:20])([CH3:21])[CH3:22])=[O:18])[CH:2]=[CH2:1] |f:1.2|. The reactants are CN.C(C)O (methylamine ethanol), C(C)(=O)O (acetic acid), C=CCC1C(CCC1)=O (2-(propene-3-yl)cyclopentanone), C(C)(C)(C)[N+]#[C-] (t-butylisonitrile). Product: C(C=C)[C@@H]1[C@@](CCC1)(C(=O)NC(C)(C)C)N(C(C)=O)C ((1S,2R)-2-allyl-N-(tert-butyl)-1-(N-methylacetamido) cyclopentanecarboxamide). Procedure details: To a round bottom flask containing 2-(propene-3-yl)cyclopentanone (0.745 g, 6.0 mmol) was added a premixed slurry of 8 N methylamine/ethanol (3.0 mL, 24 mmol) and glacial acetic acid (1.37 mL, 24 mmol) in trifluoroethanol (3 mL). The reaction mixture is stirred for 30 minutes and then treated with t-butylisonitrile (2.04 mL, 18 mmol). After stirring for 2 days, the reaction mixture is diluted with methylene chloride (10 mL), and chromatographed using a silica gel column (175 mL). A gradient elut... The yield is 33.2%. Run at time 30 minute. Solvent: C(C(F)(F)F)O (trifluoroethanol), C(Cl)Cl (methylene chloride). Starting materials: Oc1ccc(Br)cc1, CC(C)(C)OC(=O)C(C)(C)Sc1nc(CCO)cs1, CC(C)OC(=O)[N+](=[N-])C(=O)OC(C)C, C1CCOC1, c1ccc(P(c2ccccc2)c2ccccc2)cc1. Yields the product CC(C)(C)OC(=O)C(C)(C)Sc1nc(CCOc2ccc(Br)cc2)cs1. As a reaction SMILES: [Br:20][c:21]1[cH:22][cH:23][c:24]([OH:27])[cH:25][cH:26]1.[C:1]([CH3:2])([CH3:3])([CH3:4])[O:5][C:6]([C:7]([CH3:8])([CH3:9])[S:10][c:11]1[s:12][cH:13][c:14]([CH2:16][CH2:17][OH:18])[n:15]1)=[O:19].[N+:47]([C:48]([O:49][CH:50]([CH3:51])[CH3:52])=[O:53])([C:54]([O:55][CH:56]([CH3:57])[CH3:58])=[O:59])=[N-:60].[O:61]1[CH2:62][CH2:63][CH2:64][CH2:65]1.[c:28]1([P:29]([c:30]2[cH:31][cH:32][cH:33][cH:34][cH:35]2)[c:36]2[cH:37][cH:38][cH:39][cH:40][cH:41]2)[cH:42][cH:43][cH:44][cH:45][cH:46]1>>[C:1]([CH3:2])([CH3:3])([CH3:4])[O:5][C:6]([C:7]([CH3:8])([CH3:9])[S:10][c:11]1[s:12][cH:13][c:14]([CH2:16][CH2:17][O:18][c:24]2[cH:23][cH:22][c:21]([Br:20])[cH:26][cH:25]2)[n:15]1)=[O:19]. The reactants are S1C(=NC=C1)CN1C=C(C(C2=CC(=C(C(=C12)F)F)F)=O)C(=O)OCC (ethyl 1-(thiazol-2-yl)methyl-6,7,8-trifluoro-1,4-dihydro-4-oxoquinoline-3-carboxylate), ice water. Solvent: S(O)(O)(=O)=O (sulfuric acid), C(C)(=O)O (acetic acid), O (water). Run at time 1.5 hour. Product: S1C(=NC=C1)CN1C=C(C(C2=CC(=C(C(=C12)F)F)F)=O)C(=O)O (1-(Thiazol-2-yl)methyl-6,7,8-trifluoro-1,4-dihydro-4-oxoquinoline-3-carboxylic acid). Yield: 95.3%. RXN SMILES: [S:1]1[CH:5]=[CH:4][N:3]=[C:2]1[CH2:6][N:7]1[C:16]2[C:11](=[CH:12][C:13]([F:19])=[C:14]([F:18])[C:15]=2[F:17])[C:10](=[O:20])[C:9]([C:21]([O:23]CC)=[O:22])=[CH:8]1>S(=O)(=O)(O)O.C(O)(=O)C.O>[S:1]1[CH:5]=[CH:4][N:3]=[C:2]1[CH2:6][N:7]1[C:16]2[C:11](=[CH:12][C:13]([F:19])=[C:14]([F:18])[C:15]=2[F:17])[C:10](=[O:20])[C:9]([C:21]([OH:23])=[O:22])=[CH:8]1. Procedure: A mixture of 6.0 g of ethyl(2,3,4,5-tetrafluorobenzoyl)acetate, 5.8 g of ethyl orthoformate and 6.3 g of acetic anhydride was refluxed for 2 hours. After distillation under reduced pressure, the residue was dissolved in 50 ml of ethanol. To this solution, 2.8 g of 2-aminomethylthiazole was added, followed by stirring for 2 hours, while ice cooling. The reaction product was added to 100 ml of ice water, and the resulting crystal was collected by filtration and dried. The 8.0 g crystal obtained wa... Starting materials: C(OC)(OC)=O (dimethyl carbonate), [H-].[Na+] (NaH), C1CCOC1 (THF), BrC1=CC=C(S1)C(C)=O (1-(5-bromo-thiophen-2-yl)ethanone), C1CCOC1 (THF). Run at time 8 hour. Yields the product COC(C(C=O)C=1SC(=CC1)Br)=O (5-bromo-thiophen-2-yl-3-oxo-propionic acid methyl ester). The yield is 98.0%. Reaction SMILES: [C:1](=[O:6])([O:4][CH3:5])OC.[H-].[Na+].[Br:9][C:10]1[S:14][C:13]([C:15](=O)[CH3:16])=[CH:12][CH:11]=1.C1C[O:21]CC1>>[CH3:5][O:4][C:1](=[O:6])[CH:15]([C:13]1[S:14][C:10]([Br:9])=[CH:11][CH:12]=1)[CH:16]=[O:21] |f:1.2|. Reported procedure: To a solution of dimethyl carbonate (33.67 mL, 400 mmol) in anhydrous THF (200 mL) was added NaH (12.0 g, 300 mmol, 60% dispersion), which was pre-washed with anhydrous hexane. A solution of 1-(5-bromo-thiophen-2-yl)ethanone (20.51 g, 10 mmol) in THF was added dropwise via an additional funnel. The reaction mixture was stirred under nitrogen atmosphere for overnight. The reaction mixture was cooled off with an ice water bath and quenched with water and acidified to pH 3 with 6.0 M HCl. The organ...